From a dataset of the Open Reaction Database (ORD), a public repository of structured organic reaction records. describe an organic reaction: reactants, conditions, products, and yield The product is FC=1C=C(C=CC1)C=1NC2=C(C=CC=C2C1CCCN1CCC(CC1)C=1C=C(C=CC1)NC(C(C)C)=O)C (N-[3-(1-{3-[2-(3-FLUOROPHENYL)-7-METHYL-1H-INDOL-3-YL]PROPYL}-4-PIPERIDINYL)PHENYL]-2-METHYLPROPANAMIDE). Procedure details: Prepared by Procedure E and Scheme M using N-(3-{1-[5-(3-fluorophenyl)-5-oxopentyl]-4-piperidinyl}phenyl)-2-methylpropanamide and 1-(2-methylphenyl)hydrazine hydrochloride: ESMS m/e: 512.2 (M+H)+. The reactants are FC=1C=C(C=CC1)C(CCCCN1CCC(CC1)C=1C=C(C=CC1)NC(C(C)C)=O)=O (N-(3-{1-[5-(3-fluorophenyl)-5-oxopentyl]-4-piperidinyl}phenyl)-2-methylpropanamide), Cl.CC1=C(C=CC=C1)NN (1-(2-methylphenyl)hydrazine hydrochloride). RXN SMILES: [F:1][C:2]1[CH:3]=[C:4]([C:8](=O)[CH2:9][CH2:10][CH2:11][CH2:12][N:13]2[CH2:18][CH2:17][CH:16]([C:19]3[CH:20]=[C:21]([NH:25][C:26](=[O:30])[CH:27]([CH3:29])[CH3:28])[CH:22]=[CH:23][CH:24]=3)[CH2:15][CH2:14]2)[CH:5]=[CH:6][CH:7]=1.Cl.[CH3:33][C:34]1[CH:39]=[CH:38][CH:37]=[CH:36][C:35]=1[NH:40]N>>[F:1][C:2]1[CH:3]=[C:4]([C:8]2[NH:40][C:35]3[C:36]([C:9]=2[CH2:10][CH2:11][CH2:12][N:13]2[CH2:18][CH2:17][CH:16]([C:19]4[CH:20]=[C:21]([NH:25][C:26](=[O:30])[CH:27]([CH3:29])[CH3:28])[CH:22]=[CH:23][CH:24]=4)[CH2:15][CH2:14]2)=[CH:37][CH:38]=[CH:39][C:34]=3[CH3:33])[CH:5]=[CH:6][CH:7]=1 |f:1.2|. Reactants: BrCC=1N=CC(=NC1)C(=O)OC (methyl 5-(bromomethyl)pyrazine-2-carboxylate), N1CCCC1 (pyrrolidine). Product: N1(CCCC1)CC=1N=CC(=NC1)C(=O)OC (Methyl 5-[(1-Pyrrolidinyl)methyl]pyrazine-2-carboxylate). Yield: 85.0%. Reaction SMILES: Br[CH2:2][C:3]1[N:4]=[CH:5][C:6]([C:9]([O:11][CH3:12])=[O:10])=[N:7][CH:8]=1.[NH:13]1[CH2:17][CH2:16][CH2:15][CH2:14]1>>[N:13]1([CH2:2][C:3]2[N:4]=[CH:5][C:6]([C:9]([O:11][CH3:12])=[O:10])=[N:7][CH:8]=2)[CH2:17][CH2:16][CH2:15][CH2:14]1. Procedure: By essentially following the procedure used to prepare Example 137, Part B, the title compound was prepared from methyl 5-(bromomethyl)pyrazine-2-carboxylate (Part A) and pyrrolidine in 85% yield as a pale yellow oil. The mixture was subjected to flash chromatography on silica gel, eluting with a gradient of EtOAc(100-95%)/Et3N(0-5%). Starting materials: Cl.C(#N)CNC(=O)[C@H]1NC[C@@H](C1)S(=O)(=O)C1=C(C=CC=C1)Cl ((2S,4R)-4-(2-chloro-benzenesulfonyl)-pyrrolidine-2-carboxylic acid cyanomethyl-amide hydrochloride), COCC(=O)O (methoxy-acetic acid), A1. Yields the product C(#N)CNC(=O)[C@H]1N(C[C@@H](C1)S(=O)(=O)C1=C(C=CC=C1)Cl)C(COC)=O ((2S,4R)-4-(2-chloro-benzenesulfonyl)-1-(2-methoxy-acetyl)-pyrrolidine-2-carboxylic acid cyanomethyl-amide). As a reaction SMILES: Cl.[C:2]([CH2:4][NH:5][C:6]([C@@H:8]1[CH2:12][C@@H:11]([S:13]([C:16]2[CH:21]=[CH:20][CH:19]=[CH:18][C:17]=2[Cl:22])(=[O:15])=[O:14])[CH2:10][NH:9]1)=[O:7])#[N:3].[CH3:23][O:24][CH2:25][C:26](O)=[O:27]>>[C:2]([CH2:4][NH:5][C:6]([C@@H:8]1[CH2:12][C@@H:11]([S:13]([C:16]2[CH:21]=[CH:20][CH:19]=[CH:18][C:17]=2[Cl:22])(=[O:14])=[O:15])[CH2:10][N:9]1[C:26](=[O:27])[CH2:25][O:24][CH3:23])=[O:7])#[N:3] |f:0.1|. Procedure: L11. (2S,4R)-4-(2-chloro-benzenesulfonyl)-pyrrolidine-2-carboxylic acid cyanomethyl-amide hydrochloride from experiment K1 was coupled with methoxy-acetic acid in analogy to experiment A1 to give (2S,4R)-4-(2-chloro-benzenesulfonyl)-1-(2-methoxy-acetyl)-pyrrolidine-2-carboxylic acid cyanomethyl-amide as a colorless foam. MS: 400.1 [M+H]+. Reaction SMILES: [NH2:1][C:2]1[C:3]([C:14]2[CH:26]=[CH:25][C:17]([C:18]([O:20][C:21]([CH3:24])([CH3:23])[CH3:22])=[O:19])=[C:16]([F:27])[CH:15]=2)=[N:4][C:5]([C:8]2[CH2:12][CH2:11][C:10](=[O:13])[CH:9]=2)=[CH:6][N:7]=1.C(Cl)Cl>CO>[NH2:1][C:2]1[C:3]([C:14]2[CH:26]=[CH:25][C:17]([C:18]([O:20][C:21]([CH3:24])([CH3:22])[CH3:23])=[O:19])=[C:16]([F:27])[CH:15]=2)=[N:4][C:5]([CH:8]2[CH2:12][CH2:11][C:10](=[O:13])[CH2:9]2)=[CH:6][N:7]=1. Starting materials: NC=1C(=NC(=CN1)C1=CC(CC1)=O)C1=CC(=C(C(=O)OC(C)(C)C)C=C1)F (tert-butyl 4-(3-amino-6-(3-oxocyclopent-1-en-1-yl)pyrazin-2-yl)-2-fluorobenzoate), C(Cl)Cl (DCM). The product is NC=1C(=NC(=CN1)C1CC(CC1)=O)C1=CC(=C(C(=O)OC(C)(C)C)C=C1)F (tert-butyl 4-(3-amino-6-(3-oxocyclopentyl)pyrazin-2-yl)-2-fluorobenzoate). Run in CO (MeOH). The yield is 58.1%. Reported procedure: To tert-butyl 4-(3-amino-6-(3-oxocyclopent-1-en-1-yl)pyrazin-2-yl)-2-fluorobenzoate (650 mg, 1.760 mmol) in MeOH (15 ml) was added 15 ml of DCM under stirring until a clear solution was obtained. The solution was purged by nitrogen for 5 min, then Pd/C (300 mg, 10%, Degussa type) was added, and the resultant mixture was degassed by N2 stream for 15 min. After equipped with hydrogen gas balloon, the reaction mixture was stirred at room temperature for 16 h. The reaction mixture was filtered, and ... The reactants are [Li+].[Cl-] (LiCl), C1=CC=C(C=C1)P(C2=CC=CC=C2)C3=CC=CC=C3 (PPh3), C(=O)([O-])[O-].[K+].[K+] (K2CO3), C1(=CC=CC=C1)C#CC (phenylpropyne), NC1=C(C=C(C(=O)OCC)C=C1)I (ethyl 4-amino-3-iodobenzoate). The reagents and catalysts are C(C)(=O)[O-].[Pd+2].C(C)(=O)[O-] (palladium acetate). Run in CN(C)C=O (DMF), O (water). Run at temperature 80 celsius, time 20 hour. Yields the product C1(=CC=CC=C1)C=1NC2=CC=C(C=C2C1C)C(=O)OCC (Ethyl 2-phenyl-3-methyl-indole-5-carboxylate). The yield is 57.2%. As a reaction SMILES: [NH2:1][C:2]1[CH:12]=[CH:11][C:5]([C:6]([O:8][CH2:9][CH3:10])=[O:7])=[CH:4][C:3]=1I.[Li+].[Cl-].C1C=CC(P(C2C=CC=CC=2)C2C=CC=CC=2)=CC=1.C([O-])([O-])=O.[K+].[K+].[C:41]1([C:47]#[C:48][CH3:49])[CH:46]=[CH:45][CH:44]=[CH:43][CH:42]=1>CN(C=O)C.O.C([O-])(=O)C.[Pd+2].C([O-])(=O)C>[C:41]1([C:47]2[NH:1][C:2]3[C:3]([C:48]=2[CH3:49])=[CH:4][C:5]([C:6]([O:8][CH2:9][CH3:10])=[O:7])=[CH:11][CH:12]=3)[CH:46]=[CH:45][CH:44]=[CH:43][CH:42]=1 |f:1.2,4.5.6,10.11.12|. Reported procedure: Adapting the procedure of H.-C. Zhang (Tet. Lett. 1997, 38, 2439) ethyl 4-amino-3-iodobenzoate (from example 10, 0.500 g, 1.72 mmol) was dissolved in DMF (5 mL) and LiCl (0.073 g, 1.72 mmol, 1 equivalent), PPh3 (0.090 g, 0.34 mmol, 0.2 equivalent), K2CO3 (1.188 g, 8.6 mmol, 5 equivalents) and phenylpropyne (0.645 mL, 5.76 mmol, 3 equivalents) were added. The solution was degassed by purging with argon for 1 h and palladium acetate (0.039 g, 0.17 mmol, 0.1 equivalent) was added. The mixture was s... The reactants are C[Al](C)C, NCc1ccccc1, Nc1ccccc1, CCOC(=O)c1ccc(Cn2cnc3ccccc32)cc1. The product is O=C(Nc1ccccc1)c1ccc(Cn2cnc3ccccc32)cc1. RXN SMILES: [CH3:1][Al:2]([CH3:3])[CH3:4].[NH2:12][CH2:13][c:14]1[cH:15][cH:16][cH:17][cH:18][cH:19]1.[NH2:5][c:6]1[cH:7][cH:8][cH:9][cH:10][cH:11]1.[n:20]1([CH2:29][c:30]2[cH:31][cH:32][c:33]([C:34]([O:36][CH2:35][CH3:37])=[O:38])[cH:39][cH:40]2)[cH:21][n:22][c:23]2[c:24]1[cH:25][cH:26][cH:27][cH:28]2>>[NH:5]([c:6]1[cH:7][cH:8][cH:9][cH:10][cH:11]1)[C:34]([c:33]1[cH:32][cH:31][c:30]([CH2:29][n:20]2[cH:21][n:22][c:23]3[c:24]2[cH:25][cH:26][cH:27][cH:28]3)[cH:40][cH:39]1)=[O:36]. The reactants are COc1cccc(Br)n1, [Li]CCCC, CCCC[Sn](Cl)(CCCC)CCCC. Yields the product CCCC[Sn](CCCC)(CCCC)c1cccc(OC)n1. Reaction SMILES: [Br:1][c:2]1[n:3][c:4]([O:8][CH3:9])[cH:5][cH:6][cH:7]1.[CH2:10]([Li:11])[CH2:12][CH2:13][CH3:14].[CH2:15]([CH2:16][CH2:17][CH3:18])[Sn:19]([CH2:20][CH2:21][CH2:22][CH3:23])([CH2:24][CH2:25][CH2:26][CH3:27])[Cl:28]>>[c:2]1([Sn:19]([CH2:15][CH2:16][CH2:17][CH3:18])([CH2:20][CH2:21][CH2:22][CH3:23])[CH2:24][CH2:25][CH2:26][CH3:27])[n:3][c:4]([O:8][CH3:9])[cH:5][cH:6][cH:7]1.